Dataset: the Open Reaction Database (ORD), a public repository of structured organic reaction records. Task: describe an organic reaction: reactants, conditions, products, and yield The reactants are O=C1CCC(=O)N1Br, Cc1cc(C)c(C#N)c(O)n1, CN(C)C=O, O. Yields the product Cc1nc(O)c(C#N)c(C)c1Br. As a reaction SMILES: [Br:12][N:13]1[C:14](=[O:15])[CH2:16][CH2:17][C:18]1=[O:19].[C:1](#[N:2])[c:3]1[c:4]([OH:11])[n:5][c:6]([CH3:10])[cH:7][c:8]1[CH3:9].[CH3:20][N:21]([CH3:22])[CH:23]=[O:24].[OH2:25]>>[C:1](#[N:2])[c:3]1[c:4]([OH:11])[n:5][c:6]([CH3:10])[c:7]([Br:12])[c:8]1[CH3:9]. Reactants: (N-benzyloxycarbonyl-O-benzyl-L-tyrosyl)-N2 -methyl-D-alanyl hydrazide, C(C)(=O)[O-].[NH4+] (ammonium acetate), hydrochloride salt, N1=CC=CC=C1 (pyridine), FC(C1=CC=C(C=C1)C=CC#N)(F)F (β-(4-trifluoromethylphenyl)acrylonitrile), FC(C1=CC=C(C=C1)CCCN)(F)F (3-(4-trifluoromethylphenyl)propylamine), FC(C1=CC=C(C=O)C=C1)(F)F (4-trifluoromethylbenzaldehyde), C(#N)CC(=O)O (cyanoacetic acid), C(#N)C(C(=O)O)=CC1=CC=C(C=C1)C(F)(F)F (α-cyano-β-(4-trifluoromethylpheny)acrylic acid). Reagents/catalysts: [Ni] (Raney nickel). Run in N (ammonia), C1(=CC=CC=C1)C (toluene). The product is C(C1=CC=CC=C1)OC(=O)N[C@@H](CC1=CC=C(C=C1)OCC1=CC=CC=C1)C(=O)N([C@H](C)C(=O)NCCCC1=CC=C(C=C1)C(F)(F)F)C ((N-benzyloxycarbonyl-O-benzyl-L-tyrosyl)-N2 -methyl-N-[3-(4-trifluoromethylphenyl)propyl]-D-alaninamide). As a reaction SMILES: [F:1][C:2]([F:14])([F:13])[C:3]1[CH:8]=[CH:7][C:6]([CH2:9][CH2:10][CH2:11][NH2:12])=[CH:5][CH:4]=1.FC(F)(F)[C:17]1[CH:24]=[CH:23][C:20]([CH:21]=[O:22])=[CH:19][CH:18]=1.[C:27]([CH2:29][C:30]([OH:32])=O)#N.[C:33]([O-:36])(=[O:35])C.[NH4+:37].C([C:40](=[CH:44][C:45]1[CH:50]=[CH:49][C:48](C(F)(F)F)=[CH:47][CH:46]=1)[C:41]([OH:43])=O)#N.FC(F)(F)[C:57]1[CH:62]=[CH:61][C:60]([CH:63]=CC#N)=[CH:59][CH:58]=1.[N:69]1[CH:74]=CC=CC=1>N.[Ni].C1(C)C=CC=CC=1>[CH2:63]([O:36][C:33]([NH:37][C@H:40]([C:41]([N:69]([CH3:74])[C@@H:29]([C:30]([NH:12][CH2:11][CH2:10][CH2:9][C:6]1[CH:5]=[CH:4][C:3]([C:2]([F:13])([F:14])[F:1])=[CH:8][CH:7]=1)=[O:32])[CH3:27])=[O:43])[CH2:44][C:45]1[CH:46]=[CH:47][C:48]([O:22][CH2:21][C:20]2[CH:19]=[CH:18][CH:17]=[CH:24][CH:23]=2)=[CH:49][CH:50]=1)=[O:35])[C:60]1[CH:59]=[CH:58][CH:57]=[CH:62][CH:61]=1 |f:3.4|. Reported procedure: By the method of part E of Example 1 (N-benzyloxycarbonyl-O-benzyl-L-tyrosyl)-N2 -methyl-D-alanyl hydrazide (3.0 g.) was condensed with 3-(4-trifluoromethylphenyl)propylamine (prepared by first condensing 4-trifluoromethylbenzaldehyde with cyanoacetic acid in refluxing toluene using a catalytic amount of ammonium acetate, then decarboxylating the resulting α-cyano-β-(4-trifluoromethylpheny)acrylic acid in refluxing pyridine, and finally hydrogenating the resulting β-(4-trifluoromethylphenyl)acry... The reactants are NCCSCCN (bis-(β-aminoethyl)sulfide), ClC=1C=C(C(=O)Cl)C=CC1 (m-chlorobenzoyl chloride), [OH-].[Na+] (sodium hydroxide), O (water). Solvent: CCOCC (ether), CCOCC (ether). Run at time 45 minute. Yields the product ClC=1C=C(C(=O)NCCSCCNC(C2=CC(=CC=C2)Cl)=O)C=CC1 (bis-(β-m-chlorobenzamidoethyl)sulfide). As a reaction SMILES: [NH2:1][CH2:2][CH2:3][S:4][CH2:5][CH2:6][NH2:7].[OH-:8].[Na+].O.[Cl:11][C:12]1[CH:13]=[C:14]([CH:18]=[CH:19][CH:20]=1)[C:15](Cl)=[O:16]>CCOCC>[Cl:11][C:12]1[CH:13]=[C:14]([CH:18]=[CH:19][CH:20]=1)[C:15]([NH:1][CH2:2][CH2:3][S:4][CH2:5][CH2:6][NH:7][C:15](=[O:8])[C:14]1[CH:18]=[CH:19][CH:20]=[C:12]([Cl:11])[CH:13]=1)=[O:16] |f:1.2|. Reported procedure: To a solution of bis-(β-aminoethyl)sulfide (2.5 g., 0.021 M) and sodium hydroxide (1.6 g., 0.04 M) in 20 ml. of water and 40 ml. of ether was added a solution of m-chlorobenzoyl chloride (7.0 g., 0.04 M) in 15 ml. of ether at 10°-20° C. A precipitate appeared. The mixture was stirred 45 minutes at room temperature and the solid filtered, washed with water and dried. The product was a white solid. m.p. 150°-152° C. Its structure was confirmed by IR spectroscopy. Yield: 7.0 g. (88%). The reactants are C(N)(=O)[C@H]1N(C[C@@H](C1)OS(=O)(=O)C)C(=O)OCC1=CC=C(C=C1)[N+](=O)[O-] ((2S, 4R) -2-carbamoyl-4-methanesulfonyloxy-1-(4-nitrobenzyloxycarbonyl)pyrrolidine), COC(N(C)C)OC (N,N-dimethylformamide dimethylacetal), C(C)(=O)OCC (ethyl acetate). Run in ClCCl (dichloromethane). Run at temperature 120 celsius, time 1 hour. Product: CS(=O)(=O)O[C@@H]1C[C@H](N(C1)C(=O)OCC1=CC=C(C=C1)[N+](=O)[O-])C(N=CN(C)C)=O ((2S,4R)-4-methanesulfonyloxy-2- [N-(N,N-dimethylaminomethylene) carbamoyl]-1-(4-nitrobenzyloxycarbonyl) pyrrolidine). RXN SMILES: [C:1]([C@@H:4]1[CH2:8][C@@H:7]([O:9][S:10]([CH3:13])(=[O:12])=[O:11])[CH2:6][N:5]1[C:14]([O:16][CH2:17][C:18]1[CH:23]=[CH:22][C:21]([N+:24]([O-:26])=[O:25])=[CH:20][CH:19]=1)=[O:15])(=[O:3])[NH2:2].CO[CH:29](OC)[N:30]([CH3:32])[CH3:31].C(OCC)(=O)C>ClCCl>[CH3:13][S:10]([O:9][C@H:7]1[CH2:6][N:5]([C:14]([O:16][CH2:17][C:18]2[CH:23]=[CH:22][C:21]([N+:24]([O-:26])=[O:25])=[CH:20][CH:19]=2)=[O:15])[C@H:4]([C:1](=[O:3])[N:2]=[CH:29][N:30]([CH3:32])[CH3:31])[CH2:8]1)(=[O:11])=[O:12]. Procedure details: To (2S, 4R) -2-carbamoyl-4-methanesulfonyloxy-1-(4-nitrobenzyloxycarbonyl)pyrrolidine (3 g) was added N,N-dimethylformamide dimethylacetal (3 ml) and the mixture was stirred at 120° C. for 1 hour. The mixture was poured into a mixture of ethyl acetate and dichloromethane, washed with water and brine successively, and evaporated in vacuo to give (2S,4R)-4-methanesulfonyloxy-2- [N-(N,N-dimethylaminomethylene) carbamoyl]-1-(4-nitrobenzyloxycarbonyl) pyrrolidine. The compound obtained above was diss... Starting materials: [BH3-]C#N, CO, O=C[O-], [NH4+], [Na+], O=C1C2CCN(CC2)C1Cc1cccnc1. Yields the product NC1C2CCN(CC2)C1Cc1cccnc1. As a reaction SMILES: [C:21](#[N:22])[BH3-:23].[CH3:25][OH:26].[CH:17]([O-:18])=[O:19].[NH4+:20].[Na+:24].[n:1]1[cH:2][c:3]([CH2:7][CH:8]2[N:9]3[CH2:10][CH2:11][CH:12]([C:13]2=[O:14])[CH2:15][CH2:16]3)[cH:4][cH:5][cH:6]1>>[n:1]1[cH:2][c:3]([CH2:7][CH:8]2[N:9]3[CH2:10][CH2:11][CH:12]([CH:13]2[NH2:22])[CH2:15][CH2:16]3)[cH:4][cH:5][cH:6]1. The reactants are Cc1cc(Br)ccc1CBr, CCO, N#C[K], O, O. The product is Cc1cc(Br)ccc1CC#N. Reaction SMILES: [Br:4][c:5]1[cH:6][c:7]([CH3:13])[c:8]([CH2:11][Br:12])[cH:9][cH:10]1.[CH2:16]([OH:17])[CH3:18].[K:1][C:2]#[N:3].[OH2:14].[OH2:15]>>[C:2](#[N:3])[CH2:11][c:8]1[c:7]([CH3:13])[cH:6][c:5]([Br:4])[cH:10][cH:9]1. Starting materials: COC=1C2=C(OC1)C=CC(=C2)OCCOC(C)=O (3-methoxy-5-(2′-acetoxyethoxy)-benzo[b]furan), [Na+].[Cl-] (NaCl), O (water), OS(=O)(=O)O (H2SO4). The solvent is C(C)(=O)OCC (Ethyl acetate), O1CCCC1 (tetrahydrofuran). The product is OCCOC1=CC2=C(OCC2=O)C=C1 (5-(2′-hydroxyethoxy)-benzo[b]furan-3-one). As a reaction SMILES: C[O:2][C:3]1[C:4]2[CH:11]=[C:10]([O:12][CH2:13][CH2:14][O:15]C(=O)C)[CH:9]=[CH:8][C:5]=2[O:6][CH:7]=1.O.OS(O)(=O)=O.[Na+].[Cl-]>O1CCCC1.C(OCC)(=O)C>[OH:15][CH2:14][CH2:13][O:12][C:10]1[CH:9]=[CH:8][C:5]2[O:6][CH2:7][C:3](=[O:2])[C:4]=2[CH:11]=1 |f:3.4|. Procedure: 751 mg (7.0 mmol) XXII were stirred under reflux for 12 h in a mixture of 40 ml tetrahydrofuran, 20 ml water and 0.5 ml conc. H2SO4. Ethyl acetate and saturated NaCl solution were added to the reaction mixture cooled to room temperature. After separation of the phases, the aqueous phase was extracted twice with ethyl acetate and the combined organic phases were dried over Na2SO4. After column filtration (50 g SiO2, n-hexane:ethyl acetate=1:1+1% acetic acid, applied with ethyl acetate), XXIII was... Starting materials: C1CCOC1, C[Mg]Cl, ClCCl, Cl, [Na+], O=C([O-])O, Cc1ccccc1S(=O)(=O)OC1C2C(C(=O)N1Cc1ccc3c(c1)OCO3)C(c1ccc(Br)cc1)N(C)C2(C)C. The product is CC1C2C(C(=O)N1Cc1ccc3c(c1)OCO3)C(c1ccc(Br)cc1)N(C)C2(C)C. Reaction SMILES: [CH2:50]1[O:51][CH2:52][CH2:53][CH2:54]1.[CH3:1][Mg:2][Cl:3].[Cl:55][CH2:56][Cl:57].[ClH:44].[Na+:49].[O-:45][C:46]([OH:47])=[O:48].[c:4]1([CH3:5])[c:6]([S:7]([O:8][CH:14]2[N:15]([CH2:33][c:34]3[cH:35][c:36]4[c:37]([cH:41][cH:42]3)[O:38][CH2:39][O:40]4)[C:16](=[O:32])[CH:17]3[CH:18]2[C:19]([CH3:30])([CH3:31])[N:20]([CH3:29])[CH:21]3[c:22]2[cH:23][cH:24][c:25]([Br:28])[cH:26][cH:27]2)(=[O:9])=[O:10])[cH:11][cH:12][cH:13][cH:43]1>>[CH:14]1([CH3:46])[N:15]([CH2:33][c:34]2[cH:35][c:36]3[c:37]([cH:41][cH:42]2)[O:38][CH2:39][O:40]3)[C:16](=[O:32])[CH:17]2[CH:18]1[C:19]([CH3:30])([CH3:31])[N:20]([CH3:29])[CH:21]2[c:22]1[cH:23][cH:24][c:25]([Br:28])[cH:26][cH:27]1.